Dataset: the Open Reaction Database (ORD), a public repository of structured organic reaction records. Task: describe an organic reaction: reactants, conditions, products, and yield The reactants are CCOC(C)=O, Cc1cc(-c2nc3ccc(Oc4ccccc4F)nc3o2)cc(C)c1OCC(C)(C)C(=O)OCc1ccccc1. Yields the product Cc1cc(-c2nc3ccc(Oc4ccccc4F)nc3o2)cc(C)c1OCC(C)(C)C(=O)O. As a reaction SMILES: [CH3:41][CH2:42][O:43][C:44](=[O:45])[CH3:46].[F:1][c:2]1[c:3]([O:4][c:5]2[cH:6][cH:7][c:8]3[c:9]([n:10]2)[o:11][c:12](-[c:14]2[cH:15][c:16]([CH3:36])[c:17]([O:18][CH2:19][C:20]([C:21](=[O:22])[O:23][CH2:24][c:25]4[cH:26][cH:27][cH:28][cH:29][cH:30]4)([CH3:31])[CH3:32])[c:33]([CH3:35])[cH:34]2)[n:13]3)[cH:37][cH:38][cH:39][cH:40]1>>[F:1][c:2]1[c:3]([O:4][c:5]2[cH:6][cH:7][c:8]3[c:9]([n:10]2)[o:11][c:12](-[c:14]2[cH:15][c:16]([CH3:36])[c:17]([O:18][CH2:19][C:20]([C:21](=[O:22])[OH:23])([CH3:31])[CH3:32])[c:33]([CH3:35])[cH:34]2)[n:13]3)[cH:37][cH:38][cH:39][cH:40]1. Starting materials: BrC=1C=C2C(=C(C=NC2=CC1)C(=O)C1CC1)N[C@@H]1CC[C@H](CC1)N(C(OC(C)(C)C)=O)C (tert-butyl {trans-4-[6-bromo-3-(cyclopropanecarbonyl)quinolin-4-ylamino]cyclohexyl}(methyl)carbamate), ClC1=C(C(=CC(=C1)B1OC(C(O1)(C)C)(C)C)Cl)O (2,6-dichloro-4-(4,4,5,5-tetramethyl-1,3,2-dioxaborolan-2-yl)phenol). The product is C1(CC1)C(=O)C=1C=NC2=CC=C(C=C2C1N[C@@H]1CC[C@H](CC1)N(C(OC(C)(C)C)=O)C)C1=CC(=C(C(=C1)Cl)O)Cl (tert-Butyl trans-4-[3-(cyclopropanecarbonyl)-6-(3,5-dichloro-4-hydroxyphenyl)quinolin-4-ylamino]cyclohexyl(methyl)carbamate). Isolated yield 92.7%. Reaction SMILES: Br[C:2]1[CH:3]=[C:4]2[C:9](=[CH:10][CH:11]=1)[N:8]=[CH:7][C:6]([C:12]([CH:14]1[CH2:16][CH2:15]1)=[O:13])=[C:5]2[NH:17][C@H:18]1[CH2:23][CH2:22][C@H:21]([N:24]([CH3:32])[C:25](=[O:31])[O:26][C:27]([CH3:30])([CH3:29])[CH3:28])[CH2:20][CH2:19]1.[Cl:33][C:34]1[CH:39]=[C:38](B2OC(C)(C)C(C)(C)O2)[CH:37]=[C:36]([Cl:49])[C:35]=1[OH:50]>>[CH:14]1([C:12]([C:6]2[CH:7]=[N:8][C:9]3[C:4]([C:5]=2[NH:17][C@H:18]2[CH2:23][CH2:22][C@H:21]([N:24]([CH3:32])[C:25](=[O:31])[O:26][C:27]([CH3:30])([CH3:28])[CH3:29])[CH2:20][CH2:19]2)=[CH:3][C:2]([C:38]2[CH:39]=[C:34]([Cl:33])[C:35]([OH:50])=[C:36]([Cl:49])[CH:37]=2)=[CH:11][CH:10]=3)=[O:13])[CH2:16][CH2:15]1. Reported procedure: Following general procedure F, tert-butyl {trans-4-[6-bromo-3-(cyclopropanecarbonyl)quinolin-4-ylamino]cyclohexyl}(methyl)carbamate (61 mg, 0.120 mmol) was reacted with 2,6-dichloro-4-(4,4,5,5-tetramethyl-1,3,2-dioxaborolan-2-yl)phenol (52 mg, 0.180 mmol) to afford the crude product (65 mg) as a brown oil: ESI MS m/z 584 [C31H35Cl2N3O4+H]+. Reactants: CCOC(=O)c1cn2ncnc(Cl)c2c1C, O=[N+]([O-])c1ccc(O)c(F)c1, [K+], [K+], O=C([O-])[O-], CN(C)C=O, O. The product is CCOC(=O)c1cn2ncnc(Oc3ccc([N+](=O)[O-])cc3F)c2c1C. Reaction SMILES: [Cl:1][c:2]1[n:3][cH:4][n:5][n:6]2[c:7]1[c:8]([CH3:16])[c:9]([C:11](=[O:12])[O:13][CH2:14][CH3:15])[cH:10]2.[F:17][c:18]1[c:19]([OH:27])[cH:20][cH:21][c:22]([N+:24](=[O:25])[O-:26])[cH:23]1.[K+:28].[K+:29].[O-:30][C:31]([O-:32])=[O:33].[O:34]=[CH:35][N:36]([CH3:37])[CH3:38].[OH2:39]>>[c:2]1([O:27][c:19]2[c:18]([F:17])[cH:23][c:22]([N+:24](=[O:25])[O-:26])[cH:21][cH:20]2)[n:3][cH:4][n:5][n:6]2[c:7]1[c:8]([CH3:16])[c:9]([C:11](=[O:12])[O:13][CH2:14][CH3:15])[cH:10]2. Starting materials: [N+](=O)([O-])C1=CC=C(C(=O)OC[C@]2(OC2)C)C=C1 ((S)-(2-Methyloxiran-2-yl)methyl 4-nitrobenzoate), C([O-])([O-])=O.[Cs+].[Cs+] (cesium carbonate), IC=1C=NNC1 (4-iodo-1H-pyrazole). Run in CN(C)C=O (DMF), CCOC(=O)C (EtOAc). Conditions: time 14 hour. Product: [N+](=O)([O-])C1=CC=C(C(=O)OC[C@@](CN2N=CC(=C2)I)(C)O)C=C1 ((S)-2-hydroxy-3-(4-iodo-1H-pyrazol-1-yl)-2-methylpropyl 4-nitrobenzoate). RXN SMILES: [N+:1]([C:4]1[CH:17]=[CH:16][C:7]([C:8]([O:10][CH2:11][C@:12]2([CH3:15])[CH2:14][O:13]2)=[O:9])=[CH:6][CH:5]=1)([O-:3])=[O:2].C(=O)([O-])[O-].[Cs+].[Cs+].[I:24][C:25]1[CH:26]=[N:27][NH:28][CH:29]=1>CN(C=O)C.CCOC(C)=O>[N+:1]([C:4]1[CH:17]=[CH:16][C:7]([C:8]([O:10][CH2:11][C@:12]([OH:13])([CH3:15])[CH2:14][N:27]2[CH:26]=[C:25]([I:24])[CH:29]=[N:28]2)=[O:9])=[CH:6][CH:5]=1)([O-:3])=[O:2] |f:1.2.3|. Procedure details: (S)-(2-Methyloxiran-2-yl)methyl 4-nitrobenzoate (2.0 g, 8.4 mmol) and cesium carbonate (4.12 g, 12.7 mmol) were added to a solution of 4-iodo-1H-pyrazole (1.64 g, 8.43 mmol) in DMF (30 mL). The mixture was stirred at room temperature for 14 h, then diluted with EtOAc, and washed with hydrochloric acid (1N). The organic layers were separated, dried over anhydrous magnesium sulfate, filtered, and concentrated under reduced pressure. The residue was purified by column chromatography on silica gel (...